This data is from the Open Reaction Database (ORD), a public repository of structured organic reaction records. The task is: describe an organic reaction: reactants, conditions, products, and yield Reactants: Cc1cc(-c2ccc(Cl)c(C)c2)nc(-n2cnc(-c3ccc(S(=O)(=O)NC(C)(C)C)s3)c2)n1, ClCCl, O=C(O)C(F)(F)F. The product is Cc1cc(-c2ccc(Cl)c(C)c2)nc(-n2cnc(-c3ccc(S(N)(=O)=O)s3)c2)n1. RXN SMILES: [C:1]([CH3:2])([CH3:3])([CH3:4])[NH:5][S:6](=[O:7])(=[O:8])[c:9]1[s:10][c:11](-[c:14]2[n:15][cH:16][n:17](-[c:19]3[n:20][c:21]([CH3:33])[cH:22][c:23](-[c:25]4[cH:26][c:27]([CH3:32])[c:28]([Cl:31])[cH:29][cH:30]4)[n:24]3)[cH:18]2)[cH:12][cH:13]1.[Cl:41][CH2:42][Cl:43].[F:34][C:35]([F:36])([F:37])[C:38]([OH:39])=[O:40]>>[NH2:5][S:6](=[O:7])(=[O:8])[c:9]1[s:10][c:11](-[c:14]2[n:15][cH:16][n:17](-[c:19]3[n:20][c:21]([CH3:33])[cH:22][c:23](-[c:25]4[cH:26][c:27]([CH3:32])[c:28]([Cl:31])[cH:29][cH:30]4)[n:24]3)[cH:18]2)[cH:12][cH:13]1. Reactants: CC(C)N (2-propylamine), NC1=C(C=NN1C=1C=C(C(=O)NOC)C=CC1C)C(C1=CC(=CC=C1)I)=O (3-[5-amino-4-(3-iodo-benzoyl)-pyrazol-1-yl]-N-methoxy-4-methyl-benzamide), CCN=C=NCCCN(C)C (EDCI), ON1C(CCC1=O)=O (N-hydroxysucinimide), CN(C)C=O (DMF). Solvent: CCOC(=O)C (EtOAc), O (Water). Conditions: time 1 hour. Yields the product NC1=C(N=CN1C1=C(C=CC(=C1)C(NC1CC1)=O)C)C(=O)C=1C=C(C(=O)O)C=CC1 (3-[5-Amino-1-(5-cyclopropylcarbamoyl-2-methyl-phenyl)-1H-imidazole-4-carbonyl]-benzoic acid). Yield: 80.0%. Reaction SMILES: [NH2:1][C:2]1[N:6]([C:7]2[CH:8]=[C:9]([CH:15]=[CH:16][C:17]=2[CH3:18])[C:10]([NH:12]OC)=[O:11])N=C[C:3]=1[C:19](=[O:27])[C:20]1[CH:25]=[CH:24][CH:23]=[C:22](I)[CH:21]=1.CCN=C=N[CH2:33][CH2:34][CH2:35]N(C)C.ON1C(=O)CC[C:41]1=[O:46].C[CH:48]([NH2:50])C.CN(C=[O:55])C>CCOC(C)=O.O>[NH2:1][C:2]1[N:6]([C:7]2[CH:8]=[C:9]([C:10](=[O:11])[NH:12][CH:33]3[CH2:34][CH2:35]3)[CH:15]=[CH:16][C:17]=2[CH3:18])[CH:48]=[N:50][C:3]=1[C:19]([C:20]1[CH:21]=[C:22]([CH:23]=[CH:24][CH:25]=1)[C:41]([OH:46])=[O:55])=[O:27]. Procedure details: A solution of acid 4 (160 mg), EDCI (90 mg), and N-hydroxysucinimide (53 mg) in DMF (2 mL) was reacted at rt overnight. Water (12 ml) was added and the solution was extracted with EtOAc (15 mL×2), dried over Na2SO4. Evaporation of solvent gave a residue, into which EtOAc (4 mL) and 2-propylamine (1.2 eq) was added. The reaction was kept at rt for 1 h., then concentrated and the crude product purified by column chromatography to give the desired product (yield: 80%). HPLC (4 minute gradient) tR=2... The reactants are C=1(C(CCCC1NC(C)=O)=O)C. Reagents/catalysts: c1ccc(cc1)-c2c3ccccc3cc4ccccc24 (9-Phenylanthracene), Cl (HCl), 5% Rh/C. Run in C(C(F)(F)F)O (2,2,2-Trifluoroethanol). Conditions: temperature 80 celsius, time 18 hour. Product: C[C@H]1[C@H](CCCC1=O)NC(=O)C. As a reaction SMILES: [CH3:1][C:2]([NH:4][C:5]([CH2:12][CH2:11][CH2:10][C:8]1=[O:9])=[C:6]1[CH3:7])=[O:3]>>[CH3:7][C@@H:6]1[C:8](=[O:9])[CH2:10][CH2:11][CH2:12][C@@H:5]1[NH:4][C:2]([CH3:1])=[O:3]. The reactants are ClC1=CC=C(C=C1)/C=C/CN1CC(N(CC1)C1=C(C=CC(=C1)F)[N+](=O)[O-])=O (4-[(E)-3-(4-chloro-phenyl)-allyl]-1-(5-fluoro-2-nitro-phenyl)-piperazin-2-one), O.NN (hydrazine hydrate). The reagents and catalysts are [Ni] (Raney nickel). Solvent: C(C)O (ethanol). Yields the product NC1=C(C=C(C=C1)F)N1C(CN(CC1)C\C=C\C1=CC=C(C=C1)Cl)=O (1-(2-Amino-5-fluoro-phenyl)-4-[(E)-3-(4-chloro-phenyl)-allyl]-piperazin-2-one). Isolated yield 45.1%. RXN SMILES: [Cl:1][C:2]1[CH:7]=[CH:6][C:5](/[CH:8]=[CH:9]/[CH2:10][N:11]2[CH2:16][CH2:15][N:14]([C:17]3[CH:22]=[C:21]([F:23])[CH:20]=[CH:19][C:18]=3[N+:24]([O-])=O)[C:13](=[O:27])[CH2:12]2)=[CH:4][CH:3]=1.O.NN>[Ni].C(O)C>[NH2:24][C:18]1[CH:19]=[CH:20][C:21]([F:23])=[CH:22][C:17]=1[N:14]1[CH2:15][CH2:16][N:11]([CH2:10]/[CH:9]=[CH:8]/[C:5]2[CH:4]=[CH:3][C:2]([Cl:1])=[CH:7][CH:6]=2)[CH2:12][C:13]1=[O:27] |f:1.2|. Procedure: Raney nickel (50% slurry in water, 200 mg) was added to a solution of the compound obtained in Step C (389 mg) in ethanol (10 ml); hydrazine hydrate (0.5 ml) was added and the reaction mixture was stirred at room temperature until gas evolution ceased (1 hour). The reaction mixture was filtered over Hyflo, the solvent removed in vacuo and the residue purified by column chromatography (2.5% methanol in ethyl acetate) to afford 1-(2-Amino-5-fluoro-phenyl)-4-[(E)-3-(4-chloro-phenyl)-allyl]-piperazi... Run in C(C)O (ethanol). Isolated yield 49.8%. Reagents/catalysts: [Pd] (Pd—C). Conditions: time 1 hour. Procedure details: A mixture of the product of example 164 (100 mg) and Pd—C (20 mg) in ethanol (2 ml) stirred under a hydrogen balloon at room temperature for 1 hour. The mixture was filtered through the celite and distilled off under reduced pressure. The residue was purified by preparative thin layer chromatography eluting with chloroform-methanol (15:1) to give the titled compound (50 mg). As a reaction SMILES: [Cl:1][C:2]1[CH:7]=[CH:6][C:5]([C:8]2([OH:34])[CH2:13][CH2:12][N:11]([CH2:14][CH2:15][CH:16]=[C:17]3[C:27]4[C:22](=[N:23][CH:24]=[CH:25][CH:26]=4)[O:21][C:20]4[CH:28]=[CH:29][C:30]([CH:32]=[CH2:33])=[CH:31][C:19]=4[CH2:18]3)[CH2:10][CH2:9]2)=[CH:4][CH:3]=1>C(O)C.[Pd]>[Cl:1][C:2]1[CH:7]=[CH:6][C:5]([C:8]2([OH:34])[CH2:13][CH2:12][N:11]([CH2:14][CH2:15][CH:16]=[C:17]3[C:27]4[C:22](=[N:23][CH:24]=[CH:25][CH:26]=4)[O:21][C:20]4[CH:28]=[CH:29][C:30]([CH2:32][CH3:33])=[CH:31][C:19]=4[CH2:18]3)[CH2:10][CH2:9]2)=[CH:4][CH:3]=1. Reactants: ClC1=CC=C(C=C1)C1(CCN(CC1)CCC=C1CC2=C(OC3=NC=CC=C31)C=CC(=C2)C=C)O (4-(4-Chlorophenyl)-1-[3-(5,11-dihydro-8-vinyl[1]benzoxepino[2,3-b]pyridin-5-ylidene)propyl]piperidin-4-ol). The product is ClC1=CC=C(C=C1)C1(CCN(CC1)CCC=C1CC2=C(OC3=NC=CC=C31)C=CC(=C2)CC)O (4-(4-Chlorophenyl)-1-[3-(5,11-dihydro-8-ethyl[1]benzoxepino[2,3-b]pyridin-5-ylidene)propyl]piperidin-4-ol).